This data is from the Open Reaction Database (ORD), a public repository of structured organic reaction records. The task is: describe an organic reaction: reactants, conditions, products, and yield The reactants are [Br-].COC1=CC=C(C(C[N+]2=CC=CC=C2)=O)C=C1 (4-methoxyphenacylpyridinium bromide), C1(=CC=CC=C1)[B-](C1=CC=CC=C1)(C1=CC=CC=C1)C1=CC=CC=C1.[Na+] (sodium tetraphenylborate). Yields the product C1(=CC=CC=C1)[B-](C1=CC=CC=C1)(C1=CC=CC=C1)C1=CC=CC=C1.COC1=CC=C(C(C[N+]2=CC=CC=C2)=O)C=C1 (4-methoxyphenacylpyridinium tetraphenylborate). Isolated yield 100.0%. Reaction SMILES: [Br-].[CH3:2][O:3][C:4]1[CH:18]=[CH:17][C:7]([C:8](=[O:16])[CH2:9][N+:10]2[CH:15]=[CH:14][CH:13]=[CH:12][CH:11]=2)=[CH:6][CH:5]=1.[C:19]1([B-:25]([C:38]2[CH:43]=[CH:42][CH:41]=[CH:40][CH:39]=2)([C:32]2[CH:37]=[CH:36][CH:35]=[CH:34][CH:33]=2)[C:26]2[CH:31]=[CH:30][CH:29]=[CH:28][CH:27]=2)[CH:24]=[CH:23][CH:22]=[CH:21][CH:20]=1.[Na+]>>[C:38]1([B-:25]([C:19]2[CH:20]=[CH:21][CH:22]=[CH:23][CH:24]=2)([C:26]2[CH:27]=[CH:28][CH:29]=[CH:30][CH:31]=2)[C:32]2[CH:37]=[CH:36][CH:35]=[CH:34][CH:33]=2)[CH:39]=[CH:40][CH:41]=[CH:42][CH:43]=1.[CH3:2][O:3][C:4]1[CH:5]=[CH:6][C:7]([C:8](=[O:16])[CH2:9][N+:10]2[CH:15]=[CH:14][CH:13]=[CH:12][CH:11]=2)=[CH:17][CH:18]=1 |f:0.1,2.3,4.5|. Reported procedure: The title compound was prepared similarly to Example 2 from 4-methoxyphenacylpyridinium bromide and sodium tetraphenylborate in a yield of 100%. Starting materials: 14, Cl.C(C)SC=1N(C=CN1)C1=CC=C(C=C1)C (2-(ethylthio)-1-(4-methylphenyl)-1H-imidazole monohydrochloride), Br (hydrobromic acid), CC(=O)OCC1=C2C=CC=CC2=C(C3=CC=CC=C31)COC(=O)C (acetic). The product is C(C)SC=1N(C=CN1)C1=CC=C(C=C1)O (4-[2-(ethylthio)-1H-imidazol-1yl]phenol). Yield: 72.5%. RXN SMILES: Cl.[CH2:2]([S:4][C:5]1[N:6]([C:10]2[CH:15]=[CH:14][C:13](C)=[CH:12][CH:11]=2)[CH:7]=[CH:8][N:9]=1)[CH3:3].Br.CC(OCC1C2C(=CC=CC=2)C(COC(C)=O)=C2C=1C=CC=C2)=[O:20]>>[CH2:2]([S:4][C:5]1[N:6]([C:10]2[CH:15]=[CH:14][C:13]([OH:20])=[CH:12][CH:11]=2)[CH:7]=[CH:8][N:9]=1)[CH3:3] |f:0.1|. Procedure details: A mixture of 14 parts of 2-(ethylthio)-1-(4-methylphenyl)-1H-imidazole monohydrochloride and 113 parts of hydrobromic acid solution 48% in glacial acetic is stirred and refluxed for 3 hours. The reaction mixture is evaporated and the residue is dissolved in water. The solution is neutralized with sodium hydrogen carbonate. The precipitated product is filtered off and crystallized from 2-propanol, yielding 8.3 parts (72.5%) of 4-[2-(ethylthio)-1H-imidazol-1yl]phenol; mp. 165.2° C. Reactants: CCOC(=O)c1ccc2cc(C3Cc4ccccc4C(C)(C)C3)ccc2c1, CCOC(=O)c1ccc(C=Cc2ccc3c(c2)C(c2cccs2)=CCC3(C)C)cc1. Product: CC1(C)CC(c2ccc3cc(C(=O)O)ccc3c2)Cc2ccccc21. As a reaction SMILES: [CH2:1]([CH3:2])[O:3][C:4](=[O:5])[c:6]1[cH:7][c:8]2[cH:9][cH:10][c:11]([CH:16]3[CH2:17][C:18]([CH3:26])([CH3:27])[c:19]4[cH:20][cH:21][cH:22][cH:23][c:24]4[CH2:25]3)[cH:12][c:13]2[cH:14][cH:15]1.[CH3:28][C:29]1([CH3:30])[CH2:31][CH:32]=[C:33]([c:34]2[s:35][cH:36][cH:37][cH:38]2)[c:39]2[cH:40][c:41]([CH:42]=[CH:43][c:44]3[cH:45][cH:46][c:47]([C:48]([O:49][CH2:50][CH3:51])=[O:52])[cH:53][cH:54]3)[cH:55][cH:56][c:57]21>>[O:3]=[C:4]([OH:5])[c:6]1[cH:7][c:8]2[cH:9][cH:10][c:11]([CH:16]3[CH2:17][C:18]([CH3:26])([CH3:27])[c:19]4[cH:20][cH:21][cH:22][cH:23][c:24]4[CH2:25]3)[cH:12][c:13]2[cH:14][cH:15]1. Starting materials: C(#N)C(CCC(=O)OC)(CCC(=O)OC)C1=CC(=C(C=C1)OC)OCC1CC1 (dimethyl 4-cyano-4-(3-cyclopropylmethoxy-4-methoxyphenyl)pimelate), [H-].[Na+] (sodium hydride). Solvent: COCCOC (1,2-dimethoxyethane). The product is C(=O)(OC)C1C(CCC(C1)(C1=CC(=C(C=C1)OC)OCC1CC1)C#N)=O (2-Carbomethoxy-4-cyano-4-(3-cyclopropylmethoxy-4-methoxyphenyl)cyclohexane-1-one). Isolated yield 94.3%. RXN SMILES: [C:1]([C:3]([C:16]1[CH:21]=[CH:20][C:19]([O:22][CH3:23])=[C:18]([O:24][CH2:25][CH:26]2[CH2:28][CH2:27]2)[CH:17]=1)([CH2:10][CH2:11][C:12]([O:14][CH3:15])=[O:13])[CH2:4][CH2:5][C:6](OC)=[O:7])#[N:2].[H-].[Na+]>COCCOC>[C:12]([CH:11]1[CH2:10][C:3]([C:1]#[N:2])([C:16]2[CH:21]=[CH:20][C:19]([O:22][CH3:23])=[C:18]([O:24][CH2:25][CH:26]3[CH2:27][CH2:28]3)[CH:17]=2)[CH2:4][CH2:5][C:6]1=[O:7])([O:14][CH3:15])=[O:13] |f:1.2|. Procedure details: To a solution of dimethyl 4-cyano-4-(3-cyclopropylmethoxy-4-methoxyphenyl)pimelate (10.4 g, 26.7 mmol) in dry 1,2-dimethoxyethane (500 mL) under an argon atmosphere was added sodium hydride (80% dispersion in mineral oil, 2.5 g, 31.2 mmol). The resulting mixture was refluxed for 4 h, cooled to room temperature and quenched with water. The mixture was partitioned between ethyl acetate and acidic water, extracted three times, the organic layer was dried (magnesium sulfate) and the solvent was remo... The reactants are O (water), Cl (hydrochloric acid), C(C)NCC (diethylamine), CS(=O)(=O)OCCOCCC1=CC2=C(OCO2)C=C1 (2-[2-(1,3-benzodioxol-5-yl)ethoxy]ethyl methanesulfonate). The solvent is C(C)(=O)OCC (ethyl acetate), CN(C=O)C (N,N-dimethylformamide). Reaction conditions: temperature 100 celsius, time 2 hour. Yields the product O1COC2=C1C=CC(=C2)CCOCCN(CC)CC (N-{2-[2-(1,3-benzodioxol-5-yl)ethoxy]ethyl}-N,N-diethylamine). The yield is 81.5%. RXN SMILES: CS(O[CH2:6][CH2:7][O:8][CH2:9][CH2:10][C:11]1[CH:19]=[CH:18][C:14]2[O:15][CH2:16][O:17][C:13]=2[CH:12]=1)(=O)=O.[CH2:20]([NH:22][CH2:23][CH3:24])[CH3:21].O.Cl>CN(C)C=O.C(OCC)(=O)C>[O:15]1[C:14]2[CH:18]=[CH:19][C:11]([CH2:10][CH2:9][O:8][CH2:7][CH2:6][N:22]([CH2:23][CH3:24])[CH2:20][CH3:21])=[CH:12][C:13]=2[O:17][CH2:16]1. Procedure details: In 3 mL of N,N-dimethylformamide is dissolved 1.00 g of 2-[2-(1,3-benzodioxol-5-yl)ethoxy]ethyl methanesulfonate. To the solution is added 2.54 g of diethylamine. The resulting mixture is stirred at 100° C. for 2 hours in an ampoule. After cooling, the reaction mixture is introduced into a mixture of water and ethyl acetate, pH is adjusted to 1.0 with 2 mol/L hydrochloric acid, and the aqueous layer is separated. Ethyl acetate is added to the aqueous layer, pH is adjusted to 9.5 with sodium carb... The reactants are CC1=C(C=CC=2C=COC21)C(=O)OC (methyl 7-methyl-1-benzofuran-6-carboxylate). The solvent is [OH-].[K+].CO (potassium hydroxide methanol). Product: CC1=C(C=CC=2C=COC21)C(=O)O (7-methyl-1-benzofuran-6-carboxylic acid). Isolated yield 75.1%. As a reaction SMILES: [CH3:1][C:2]1[C:10]2[O:9][CH:8]=[CH:7][C:6]=2[CH:5]=[CH:4][C:3]=1[C:11]([O:13]C)=[O:12]>[OH-].[K+].CO>[CH3:1][C:2]1[C:10]2[O:9][CH:8]=[CH:7][C:6]=2[CH:5]=[CH:4][C:3]=1[C:11]([OH:13])=[O:12] |f:1.2.3|. Procedure: A solution of methyl 7-methyl-1-benzofuran-6-carboxylate (370 mg, 1.95 mmol) in 35% aqueous potassium hydroxide/methanol (1:3, 4 mL) was stirred at reflux for 30 minutes. The methanol was removed under reduced pressure and resultant aqueous portion was brought to pH 2 using 6N aqueous hydrochloric acid. The precipitate which formed was collected by filtration and dried in vacuo to afford (258 mg, 75%) of 7-methyl-1-benzofuran-6-carboxylic acid. 1H NMR (400 MHz, DMSO-d6): 8.17 (d, 1H), 7.78 (d, 1... The reactants are COC1=CC2=C(C=CO2)C=C1CCO (2-(6-methoxy-1-benzofuran-5-yl)-1-ethanol), Cl (hydrochloric acid), C(C)(C)(C)O (tert-butanol), 1-chloroacetylpiperidine, CC(C)([O-])C.[K+] (potassium tert-butoxide). Run in C(C)(=O)OCC (ethyl acetate), O (water), CN(C=O)C (N,N-dimethylformamide). Reaction conditions: time 30 minute. Yields the product COC1=CC2=C(C=CO2)C=C1CCOCC(=O)O (2-(2-(6-methoxy-1-benzofuran-5-yl)ethoxy)acetic acid). RXN SMILES: [CH3:1][O:2][C:3]1[C:11]([CH2:12][CH2:13][OH:14])=[CH:10][C:6]2[CH:7]=[CH:8][O:9][C:5]=2[CH:4]=1.[C:15]([OH:19])([CH3:18])(C)C.CC(C)([O-:23])C.[K+].Cl>C(OCC)(=O)C.O.CN(C)C=O>[CH3:1][O:2][C:3]1[C:11]([CH2:12][CH2:13][O:14][CH2:18][C:15]([OH:19])=[O:23])=[CH:10][C:6]2[CH:7]=[CH:8][O:9][C:5]=2[CH:4]=1 |f:2.3|. Procedure details: 1.75 g of 2-(6-methoxy-1-benzofuran-5-yl)-1-ethanol was dissolved in a mixed solution consisting of 7.0 ml of tert-butanol and 1.75 ml of N,N-dimethylformamide. Thereafter, 2.2 g of 1-chloroacetylpiperidine and 1.54 g of potassium tert-butoxide were added to the obtained solution, while cooling on ice. The obtained mixture was stirred at the same temperature for 30 minutes and then at a room temperature for 2 hours. Thereafter, water and ethyl acetate were added to the reaction mixture. The pH o... The reactants are C(O)([O-])=O.[Na+] (sodium hydrogencarbonate), [N+](=O)(O)[O-] (nitric acid), C(C)(=O)OC(C)=O (acetic anhydride), OCCCCCCCCCCCNC(C1=CN=C(C=C1)N1CCN(CC1)C(C1=CC=CC=C1)C1=CC=CC=C1)=O (N-(11-hydroxy-1-undecanyl)-6-(4-diphenylmethyl-1-piperazinyl)nicotinamide). Solvent: C(Cl)Cl (methylene chloride). Reaction conditions: time 6 hour. The product is O([N+](=O)[O-])CCCCCCCCCCCNC(C1=CN=C(C=C1)N1CCN(CC1)C(C1=CC=CC=C1)C1=CC=CC=C1)=O (N-(11-nitroxy-1-undecanyl)-6-(4-diphenylmethyl-1-piperazinyl)nicotinamide). Yield: 57.0%. Reaction SMILES: [OH:1][CH2:2][CH2:3][CH2:4][CH2:5][CH2:6][CH2:7][CH2:8][CH2:9][CH2:10][CH2:11][CH2:12][NH:13][C:14](=[O:40])[C:15]1[CH:20]=[CH:19][C:18]([N:21]2[CH2:26][CH2:25][N:24]([CH:27]([C:34]3[CH:39]=[CH:38][CH:37]=[CH:36][CH:35]=3)[C:28]3[CH:33]=[CH:32][CH:31]=[CH:30][CH:29]=3)[CH2:23][CH2:22]2)=[N:17][CH:16]=1.[N+:41]([O-])([OH:43])=[O:42].C(OC(=O)C)(=O)C.C(=O)([O-])O.[Na+]>C(Cl)Cl>[O:1]([CH2:2][CH2:3][CH2:4][CH2:5][CH2:6][CH2:7][CH2:8][CH2:9][CH2:10][CH2:11][CH2:12][NH:13][C:14](=[O:40])[C:15]1[CH:20]=[CH:19][C:18]([N:21]2[CH2:26][CH2:25][N:24]([CH:27]([C:28]3[CH:29]=[CH:30][CH:31]=[CH:32][CH:33]=3)[C:34]3[CH:35]=[CH:36][CH:37]=[CH:38][CH:39]=3)[CH2:23][CH2:22]2)=[N:17][CH:16]=1)[N+:41]([O-:43])=[O:42] |f:3.4|. Procedure details: 0.66 g of N-(11-hydroxy-1-undecanyl)-6-(4-diphenylmethyl-1-piperazinyl)nicotinamide were dissolved in 15 ml of methylene chloride and to the solution was added dropwise under ice-cooling a mixed solution of 0.2 ml of fuming nitric acid and 0.5 ml of acetic anhydride and stirred for 6 hrs. This reaction mixture was poured into an aqueous sodium hydrogencarbonate solution, extracted with methylene chloride, washed with water and a saturated sodium chloride solution, dried over anhydrous magnesium ...